This data is from the Open Reaction Database (ORD), a public repository of structured organic reaction records. The task is: describe an organic reaction: reactants, conditions, products, and yield The reactants are C(=O)[C@]1([C@@H](N2C(C[C@H]2S1)=O)C(=O)OC(C1=CC=CC=C1)C1=CC=CC=C1)C (benzhydryl (2S,3R,5R)-3-formyl-3-methyl-7-oxo-4-thia-1-aza-bicyclo[3.2.0]heptane-2-carboxylate), [Cl-].O1N=C(N=C1)C[P+](C1=CC=CC=C1)(C1=CC=CC=C1)C1=CC=CC=C1 ((1,2,4-oxadiazol-3-yl)methyl-triphenylphosphonium chloride). The solvent is C1C(CC)O1 (1,2-butylene oxide). Yields the product C[C@@]1([C@@H](N2C(C[C@H]2S1)=O)C(=O)OC(C1=CC=CC=C1)C1=CC=CC=C1)\C=C\C1=NOC=N1 (Benzhydryl (E)-(2S,3S,5R)-3-methyl-3-[2-(1,2,4-oxadiazol-3- yl)-vinyl]-7-oxo-4-thia-1-aza-bicyclo[3.2.0]heptane-2-carboxylate). Reaction SMILES: [CH:1]([C@:3]1([CH3:27])[S:9][C@H:8]2[N:5]([C:6](=[O:10])[CH2:7]2)[C@H:4]1[C:11]([O:13][CH:14]([C:21]1[CH:26]=[CH:25][CH:24]=[CH:23][CH:22]=1)[C:15]1[CH:20]=[CH:19][CH:18]=[CH:17][CH:16]=1)=[O:12])=O.[Cl-].[O:29]1[CH:33]=[N:32][C:31]([CH2:34][P+](C2C=CC=CC=2)(C2C=CC=CC=2)C2C=CC=CC=2)=[N:30]1>C1OC1CC>[CH3:27][C@@:3]1(/[CH:1]=[CH:34]/[C:31]2[N:32]=[CH:33][O:29][N:30]=2)[S:9][C@H:8]2[N:5]([C:6](=[O:10])[CH2:7]2)[C@H:4]1[C:11]([O:13][CH:14]([C:15]1[CH:20]=[CH:19][CH:18]=[CH:17][CH:16]=1)[C:21]1[CH:22]=[CH:23][CH:24]=[CH:25][CH:26]=1)=[O:12] |f:1.2|. Procedure: 1.14 g (3.0 mmol) of benzhydryl (2S,3R,5R)-3-formyl-3-methyl-7-oxo-4-thia-1-aza-bicyclo[3.2.0]heptane-2-carboxylate were dissolved in 15 ml of 1,2-butylene oxide, treated with 1.38 g (3.6 mmol) of (1,2,4-oxadiazol-3-yl)methyl-triphenylphosphonium chloride and refluxed for 10 hours. Subsequently, the mixture was filtered, the filtrate is evaporated and the residual brown oil was chromatographed over silica gel (0.040-0.063 mm particle size) with methylene chloride as the eluent. Yield: 280 mg (21... Starting materials: solution, phosphazene, C(C[C@@H](C)O)O ((3R)-butane-1,3-diol), BrCC(=O)OC(C)(C)C (tert.-butyl bromoacetate), C(CC(O)(C(=O)O)CC(=O)O)(=O)O (citric acid), C(C)(C)(C)OC(C)=O (acetic acid tert.-butyl ester), [(1R)-3-hydroxy-1-methylpropyl]oxy. Run in C1CCOC1 (THF), C(C)(=O)OCC (ethyl acetate), C1CCOC1 (THF), O (water). Run at temperature 0 celsius, time 30 minute. The product is C(C)(C)(C)OC(COCC[C@@H](C)O)=O ([(3R)-3-Hydroxybutyl]oxy-acetic acid tert.-butyl ester). As a reaction SMILES: [CH2:1]([OH:6])[CH2:2][C@H:3]([OH:5])[CH3:4].Br[CH2:8][C:9]([O:11][C:12]([CH3:15])([CH3:14])[CH3:13])=[O:10].C(O)(=O)CC(CC(O)=O)(C(O)=O)O.C(OC(=O)C)(C)(C)C>C1COCC1.C(OCC)(=O)C.O>[C:12]([O:11][C:9](=[O:10])[CH2:8][O:6][CH2:1][CH2:2][C@H:3]([OH:5])[CH3:4])([CH3:15])([CH3:14])[CH3:13]. Procedure: Put 1.0 g (11.1 mmol) (3R)-butane-1,3-diol in 20 ml THF at 0° C. Add dropwise 5.55 ml (11.1 mmol) of a 2 M solution of the phosphazene base P2-tert.-butyl in THF and stir for 30 min at 0° C. Then add 2.27 g (11.65 mmol) tert.-butyl bromoacetate. Stir for 30 min at 0° C., then leave to return to RT and stir for a further 1 h. Then dilute with ethyl acetate, add water and acidify with 10% citric acid solution. Extract once more with ethyl acetate, combine the organic phases, wash once with satd. s... Reactants: [BH4-], CO, CCC(C(=O)Nc1ncc(C(=O)c2ccccc2Cl)s1)c1ccccc1, [Na+]. Product: CCC(C(=O)Nc1ncc(C(O)c2ccccc2Cl)s1)c1ccccc1. As a reaction SMILES: [BH4-:27].[CH3:29][OH:30].[Cl:1][c:2]1[c:3]([C:4](=[O:5])[c:6]2[cH:7][n:8][c:9]([NH:11][C:12]([CH:13]([CH2:14][CH3:15])[c:16]3[cH:17][cH:18][cH:19][cH:20][cH:21]3)=[O:22])[s:10]2)[cH:23][cH:24][cH:25][cH:26]1.[Na+:28]>>[Cl:1][c:2]1[c:3]([CH:4]([OH:5])[c:6]2[cH:7][n:8][c:9]([NH:11][C:12]([CH:13]([CH2:14][CH3:15])[c:16]3[cH:17][cH:18][cH:19][cH:20][cH:21]3)=[O:22])[s:10]2)[cH:23][cH:24][cH:25][cH:26]1.